From a dataset of the Open Reaction Database (ORD), a public repository of structured organic reaction records. describe an organic reaction: reactants, conditions, products, and yield Starting materials: C(C)(C)NC(C)C (N,N-diisopropylamine), C(CCC)[Li] (n-butyllithium), O1CCCC1 (tetrahydrofuran), [Cl-].[NH4+] (ammonium chloride), [Si](C)(C)(C(C)(C)C)OCC1=NC(=CC(=C1)OC)Cl (2-(tert-butyldimethylsilyloxy)methyl-6-chloro-4-methoxypyridine), O1CCCC1 (tetrahydrofuran). Reaction SMILES: C(NC(C)C)(C)C.C([Li])CCC.[Si:13]([O:20][CH2:21][C:22]1[CH:27]=[C:26]([O:28][CH3:29])[CH:25]=[C:24]([Cl:30])[N:23]=1)([C:16]([CH3:19])([CH3:18])[CH3:17])([CH3:15])[CH3:14].[Cl-].[NH4+].[O:33]1CCC[CH2:34]1>O.CN(C)C=O>[Si:13]([O:20][CH2:21][C:22]1[N:23]=[C:24]([Cl:30])[C:25]([CH:34]=[O:33])=[C:26]([O:28][CH3:29])[CH:27]=1)([C:16]([CH3:19])([CH3:18])[CH3:17])([CH3:15])[CH3:14] |f:3.4|. The solvent is CN(C=O)C (N,N-dimethylformamide), O (water). Run at time 5 minute. The product is [Si](C)(C)(C(C)(C)C)OCC1=CC(=C(C(=N1)Cl)C=O)OC (6-(tert-butyldimethylsilyloxy)methyl-2-chloro-4-methoxy-3-formylpyridine). Reported procedure: To a solution of 6-chloro-2-hydroxymethyl-4-methoxypyridine (1.85 g), which was prepared by a method mentioned in Tokkaihei 10-59942 (JP1998-59942A), and imidazole (0.87 g) in N,N-dimethylformamide (30 mL) was added tert-butyldimethylchlorosilane (1.77 g), and the mixture was stirred at room temperature overnight. The reaction mixture was poured into water, and the resulting mixture was extracted with diethyl ether. The extract was washed with water twice, and dried over anhydrous magnesium sulf... Reactants: C(O)([O-])=O.[Na+] (sodium hydrogen carbonate), C(C)(C)(C)OC(=O)N1[C@@H]2CN[C@H](C1)C2 ((1S,4S)-(−)-2,5-diazabicyclo[2.2.1]heptan-5-ylcarboxylic acid tert-butyl ester), C(C)OC1(CC1)O[Si](C)(C)C ([(1-ethoxycyclopropyl)oxy]trimethylsilane), C(C)(=O)O (acetic acid), C(#N)[BH3-].[Na+] (sodium cyanoborohydride). Solvent: CO (methanol). The product is C(C)(C)(C)OC(=O)N1[C@@H]2CN([C@H](C1)C2)C2CC2 ((1S,4S)-2-cyclopropyl-2,5-diazabicyclo[2.2.1]heptan-5-ylcarboxylic acid tert-butyl ester). Yield: 100.1%. As a reaction SMILES: [C:1]([O:5][C:6]([N:8]1[CH2:13][C@@H:12]2[CH2:14][C@H:9]1[CH2:10][NH:11]2)=[O:7])([CH3:4])([CH3:3])[CH3:2].C(O[C:18]1(O[Si](C)(C)C)[CH2:20][CH2:19]1)C.C(O)(=O)C.C([BH3-])#N.[Na+].C(=O)([O-])O.[Na+]>CO>[C:1]([O:5][C:6]([N:8]1[CH2:13][C@@H:12]2[CH2:14][C@H:9]1[CH2:10][N:11]2[CH:18]1[CH2:20][CH2:19]1)=[O:7])([CH3:4])([CH3:2])[CH3:3] |f:3.4,5.6|. Procedure details: (1S,4S)-(−)-2,5-diazabicyclo[2.2.1]heptan-5-ylcarboxylic acid tert-butyl ester (3.00 g, 15.13 mmol) and [(1-ethoxycyclopropyl)oxy]trimethylsilane (3.96 g, 22.70 mmol) were dissolved in methanol (30 mL), and while stirring the solution at room temperature, acetic acid (0.87 mL, 5.13 mmol) and then sodium cyanoborohydride (1.06 g, 15.13 mmol) were added thereto. Then, the mixture was heated to reflux for 21 hours. The reaction liquor was left to cool naturally, then a saturated aqueous solution of... The reactants are FC(S(=O)(=O)O)(F)F (Trifluoromethanesulfonic acid), Cl.[N+](=O)([O-])C=1C=C(C=CC1)C1=C(CCCC1)CSC(N)=N (2-[2-(3-nitrophenyl)cyclohex-1-enylmethyl]isothiourea hydrochloride), C([O-])(O)=O.[Na+] (sodium bicarbonate), CCOCC (ether), FC(S(=O)(=O)O)(F)F (Trifluoromethanesulfonic acid). Run in C(=O)(C(F)(F)F)O (TFA). Reaction conditions: time 8 hour. Yields the product [N+](=O)([O-])C=1C=C(C=CC1)[C@@]12N=C(SC[C@@H]1CCCC2)N ((±)-(4aR*,8aS*)-8a-(3-nitrophenyl)-4a,5,6,7,8,8a-hexahydro-4H-benzo[d][1,3]thiazin-2-ylamine). As a reaction SMILES: FC(F)(F)S(O)(=O)=O.Cl.[N+:10]([C:13]1[CH:14]=[C:15]([C:19]2[CH2:24][CH2:23][CH2:22][CH2:21][C:20]=2[CH2:25][S:26][C:27](=[NH:29])[NH2:28])[CH:16]=[CH:17][CH:18]=1)([O-:12])=[O:11].C(=O)(O)[O-].[Na+].CCOCC>C(O)(C(F)(F)F)=O>[N+:10]([C:13]1[CH:14]=[C:15]([C@:19]23[CH2:24][CH2:23][CH2:22][CH2:21][C@H:20]2[CH2:25][S:26][C:27]([NH2:28])=[N:29]3)[CH:16]=[CH:17][CH:18]=1)([O-:12])=[O:11] |f:1.2,3.4|. Procedure: Trifluoromethanesulfonic acid (1.00 mL) was added to a solution of 2-[2-(3-nitrophenyl)cyclohex-1-enylmethyl]isothiourea hydrochloride obtained in Preparation Example 4-(4) (2.04 g) in TFA (10.0 mL) in an ice bath. The reaction solution was warmed to room temperature, followed by stirring overnight. Trifluoromethanesulfonic acid (1.00 mL) was further added to the reaction solution, followed by stirring for two days. After confirming completion of the reaction, the reaction mixture was carefully ... The reactants are CC1=NC=C2N1CCC=C2C2=CC=CC=C2 (5,6-Dihydro-3-methyl-8-phenylimidazo[1,5-a]pyridine), [S] (sulfur). Solvent: C1CCCC2CCCCC12 (decalin). Conditions: temperature 185 celsius. The product is CC1=NC=C2N1C=CC=C2C2=CC=CC=C2 (3-Methyl-8-phenylimidazo[1,5-a]pyridine). As a reaction SMILES: [CH3:1][C:2]1[N:6]2[CH2:7][CH2:8][CH:9]=[C:10]([C:11]3[CH:16]=[CH:15][CH:14]=[CH:13][CH:12]=3)[C:5]2=[CH:4][N:3]=1.[S]>C1C2C(CCCC2)CCC1>[CH3:1][C:2]1[N:6]2[CH:7]=[CH:8][CH:9]=[C:10]([C:11]3[CH:16]=[CH:15][CH:14]=[CH:13][CH:12]=3)[C:5]2=[CH:4][N:3]=1 |^3:16|. Procedure: Add 250 g (1.2 mol) of the product from Example XVIII to a solution of 75 g (2.3 mol) of sulfur in 1.5 liters of decalin and heat to 180-190° C. under nitrogen for 6 hr. Cool to room temperature and extract with 2-1.5 liters of 2N sulfuric acid. Combine the acid extracts and make basic with potassium hydroxide, then wash with 2×1 liter of methylene chloride. Combine the methylene chloride extracts, dry over sodium sulfate, treat with charcoal, and remove the solvent in vacuo. Crystallize the res... The reactants are OC1=CC=C(C=C1)CCC(=O)O (3-(4-Hydroxyphenyl)propionic acid), CI (methyl iodide), CN(C=O)C (N,N-dimethylformamide), C([O-])([O-])=O.[K+].[K+] (potassium carbonate). Conditions: time 14 hour. Product: COC1=CC=C(C=C1)CCC(=O)OC (methyl 3-(4-methoxyphenyl)propionate). Isolated yield 85.0%. As a reaction SMILES: [OH:1][C:2]1[CH:7]=[CH:6][C:5]([CH2:8][CH2:9][C:10]([OH:12])=O)=[CH:4][CH:3]=1.CI.[C:15](=O)([O-])[O-].[K+].[K+].CN(C)[CH:23]=[O:24]>>[CH3:15][O:1][C:2]1[CH:7]=[CH:6][C:5]([CH2:8][CH2:9][C:10]([O:24][CH3:23])=[O:12])=[CH:4][CH:3]=1 |f:2.3.4|. Procedure: 3-(4-Hydroxyphenyl)propionic acid (1.36 g, 8.18 mmol) and methyl iodide (1.20 ml, 19.3 mmol) were dissolved in N,N-dimethylformamide (20 ml) and potassium carbonate (3.40 g, 24.6 mmol) was added. The mixture was stirred at 50°-60° C. for 4 hours and at room temperature for 14 hours. The reaction mixture was filtrated and the filtarate was added to saturated brine (100 ml) and extracted with ethyl acetate. The extract was dried over anhydrous magnesium sulfate. After filtration, low boiling matte... Reactants: C(C)(C)(C)OC(NCC1=NC=C(C2=CC(=C(C=C12)OC)OC)C(NCC1=CC=C(C=C1)OC)=O)=O ([6,7-dimethoxy-4-(4-methoxy-benzylcarbamoyl)-isoquinolin-1-ylmethyl]-carbamic acid tert-butyl ester), Cl (HCl). Run in CCOC(=O)C (EtOAc). The product is Cl.COC1=CC=C(CNC(=O)C2=CN=C(C3=CC(=C(C=C23)OC)OC)CN)C=C1 (1-aminomethyl-6,7-dimethoxy-isoquinoline-4-carboxylic acid 4-methoxy-benzylamide hydrochloride). The yield is 69.0%. Reaction SMILES: C(OC(=O)[NH:7][CH2:8][C:9]1[C:18]2[C:13](=[CH:14][C:15]([O:21][CH3:22])=[C:16]([O:19][CH3:20])[CH:17]=2)[C:12]([C:23](=[O:34])[NH:24][CH2:25][C:26]2[CH:31]=[CH:30][C:29]([O:32][CH3:33])=[CH:28][CH:27]=2)=[CH:11][N:10]=1)(C)(C)C.[ClH:36]>CCOC(C)=O>[ClH:36].[CH3:33][O:32][C:29]1[CH:30]=[CH:31][C:26]([CH2:25][NH:24][C:23]([C:12]2[C:13]3[C:18](=[CH:17][C:16]([O:19][CH3:20])=[C:15]([O:21][CH3:22])[CH:14]=3)[C:9]([CH2:8][NH2:7])=[N:10][CH:11]=2)=[O:34])=[CH:27][CH:28]=1 |f:3.4|. Procedure details: As described in example 1, a solution of [6,7-dimethoxy-4-(4-methoxy-benzylcarbamoyl)-isoquinolin-1-ylmethyl]-carbamic acid tert-butyl ester (84 mg) was treated with HCl in EtOAc to give 46 mg (69%) of 1-aminomethyl-6,7-dimethoxy-isoquinoline-4-carboxylic acid 4-methoxy-benzylamide hydrochloride: 1H NMR (DMSO-d6) δ 3.71 (s, 3H), 3.80 (s, 3H), 3.98 (s, 3H), 4.45 (d, 2H, J=6.03 Hz), 4.69-4.72 (m, 2H), 6.90 (d, 211, J=8.64 Hz), 7.32 (d, 2H, J=8.53 Hz), 7.44 (s, 1H), 7.61 (s, 1H), 8.46 (s, 1H), 8.59... Starting materials: C=1C(=CC=[N+](C1)C[N+]2=CC=C(C=C2)/C=N/O)/C=N/O.[Br-].[Br-] (Methoxime), C(=O)(O)C(CCCCCC=1C(CCC1)=NOC)C1=CC=CC=C1 (2-(6-carboxy-6-phenylhexyl)-1 -methoxiimino-2-cyclopentene), ketone. Product: C(=O)(O)C(CCCCCC=1C(CCC1)=O)C1=CC=CC=C1 (2-(6-carboxy-6-phenylhexyl)-2-cyclopentene-1-one). RXN SMILES: C1C(/C=N/O)=CC=[N+](C[N+]2C=CC(/C=N/[OH:16])=CC=2)C=1.[Br-].[Br-].[C:22]([CH:25]([C:39]1[CH:44]=[CH:43][CH:42]=[CH:41][CH:40]=1)[CH2:26][CH2:27][CH2:28][CH2:29][CH2:30][C:31]1[C:32](=NOC)[CH2:33][CH2:34][CH:35]=1)([OH:24])=[O:23]>>[C:22]([CH:25]([C:39]1[CH:44]=[CH:43][CH:42]=[CH:41][CH:40]=1)[CH2:26][CH2:27][CH2:28][CH2:29][CH2:30][C:31]1[C:32](=[O:16])[CH2:33][CH2:34][CH:35]=1)([OH:24])=[O:23] |f:0.1.2|. Reported procedure: Methoxime cleavage of 2-(6-carboxy-6-phenylhexyl)-1 -methoxiimino-2-cyclopentene (Example 466) in the manner of Example 38 is productive of the subject ketone. Starting materials: CC1=C(C(=O)O)C=C(C(=C1)N1CCN(CC1)C1=C(C=CC=C1)C)[N+](=O)[O-] (2-methyl-5-nitro-4-(4-o-tolyl-piperazin-1-yl)-benzoic acid), C(=O)(N1C=NC=C1)N1C=NC=C1 (1,1′-carbonyldiimidazole), N (ammonia). Run at time 2 hour. The product is CC1=C(C(=O)N)C=C(C(=C1)N1CCN(CC1)C1=C(C=CC=C1)C)[N+](=O)[O-] (2-methyl-5-nitro-4-(4-o-tolyl-piperazin-1-yl)-benzamide). Solvent: ClCCl (dichloromethane), C1CCOC1 (THF), ClCCl.CO (dichloromethane methanol). RXN SMILES: [CH3:1][C:2]1[CH:10]=[C:9]([N:11]2[CH2:16][CH2:15][N:14]([C:17]3[CH:22]=[CH:21][CH:20]=[CH:19][C:18]=3[CH3:23])[CH2:13][CH2:12]2)[C:8]([N+:24]([O-:26])=[O:25])=[CH:7][C:3]=1[C:4]([OH:6])=O.C(N1C=CN=C1)([N:29]1C=CN=C1)=O.N>ClCCl.C1COCC1.ClCCl.CO>[CH3:1][C:2]1[CH:10]=[C:9]([N:11]2[CH2:12][CH2:13][N:14]([C:17]3[CH:22]=[CH:21][CH:20]=[CH:19][C:18]=3[CH3:23])[CH2:15][CH2:16]2)[C:8]([N+:24]([O-:26])=[O:25])=[CH:7][C:3]=1[C:4]([NH2:29])=[O:6] |f:5.6|. Procedure details: To a stirred solution of 2-methyl-5-nitro-4-(4-o-tolyl-piperazin-1-yl)-benzoic acid (6.2 g, 17.4 mmol) in anhydrous dichloromethane (170 mL), 1,1′-carbonyldiimidazole (7.07 g, 43.6 mmol) was added at 0° C. under N2 atmosphere. The reaction mixture was allowed to stir at room temperature for 2 h. Where upon a solution of ammonia in THF (≈4M) was added slowly at 0° C. under N2 atmosphere. The reaction mixture was allowed to stir at room temperature overnight. After the completion of the reaction a... Starting materials: BrC1=CC(=C(C=C1)CC)[N+](=O)[O-] (4-bromo-1-ethyl-2-nitro-benzene), C(=C)[Mg]Br (vinylmagnesium bromide). The solvent is O (water), C1CCOC1 (THF). Conditions: temperature -40 celsius, time 2 hour. Yields the product BrC1=C2C=CNC2=C(C=C1)CC (4-bromo-7-ethyl-1H-indole). Isolated yield 16.3%. Reaction SMILES: [Br:1][C:2]1[CH:7]=[CH:6][C:5]([CH2:8][CH3:9])=[C:4]([N+:10]([O-])=O)[CH:3]=1.[CH:13]([Mg]Br)=[CH2:14]>C1COCC1.O>[Br:1][C:2]1[CH:7]=[CH:6][C:5]([CH2:8][CH3:9])=[C:4]2[C:3]=1[CH:13]=[CH:14][NH:10]2. Procedure: To a solution of 4-bromo-1-ethyl-2-nitro-benzene (8.7 g, 0.037 mol) in THF at −40° C. was added vinylmagnesium bromide (132 ml, 0.132 mol) dropwise, and the mixture was stirred at −40° C. for a further 2 h. The reaction mixture was diluted with water, extracted with EtOAc, dried over Na2SO4 and concentrated. The crude product was purified by silica gel column chromatography to afford the title compound (1.35 g, 16%).